This data is from the Open Reaction Database (ORD), a public repository of structured organic reaction records. The task is: describe an organic reaction: reactants, conditions, products, and yield Starting materials: CC(C)(C)c1cccc(C(C)(C)C)c1O, CC(C)(C)O, CCCCCCCCCCCCCCCCCCN1C(=O)C=CC1=O, [H-], [Na+]. The product is CCCCCCCCCCCCCCCCCCN1C(=O)CC(c2cc(C(C)(C)C)c(O)c(C(C)(C)C)c2)C1=O. Reaction SMILES: [C:3]([CH3:4])([CH3:5])([CH3:6])[c:7]1[c:8]([OH:17])[c:9]([C:13]([CH3:14])([CH3:15])[CH3:16])[cH:10][cH:11][cH:12]1.[C:43]([OH:44])([CH3:45])([CH3:46])[CH3:47].[CH2:18]([CH2:19][CH2:20][CH2:21][CH2:22][CH2:23][CH2:24][CH2:25][CH2:26][CH2:27][CH2:28][CH2:29][CH2:30][CH2:31][CH2:32][CH2:33][CH2:34][CH3:35])[N:36]1[C:37](=[O:42])[CH:38]=[CH:39][C:40]1=[O:41].[H-:1].[Na+:2]>>[C:3]([CH3:4])([CH3:5])([CH3:6])[c:7]1[c:8]([OH:17])[c:9]([C:13]([CH3:14])([CH3:15])[CH3:16])[cH:10][c:11]([CH:39]2[CH2:38][C:37](=[O:42])[N:36]([CH2:18][CH2:19][CH2:20][CH2:21][CH2:22][CH2:23][CH2:24][CH2:25][CH2:26][CH2:27][CH2:28][CH2:29][CH2:30][CH2:31][CH2:32][CH2:33][CH2:34][CH3:35])[C:40]2=[O:41])[cH:12]1. Reactants: [Li+].C[Si](C)(C)[N-][Si](C)(C)C (LiHMDS), CN1N=CC(=C1/C/1=C/C(CCCC1)=O)[N+](=O)[O-] ((E)-3-(1-methyl-4-nitro-1H-pyrazol-5-yl)cyclohept-2-enone), C1(=CC=CC=C1)[Se]Br (phenylselenium bromide). Solvent: C1CCOC1 (THF). Conditions: temperature -78 celsius, time 1 hour. Product: CN1N=CC(=C1/C/1=C/C(C(CCC1)[Se]C1=CC=CC=C1)=O)[N+](=O)[O-] ((E)-3-(1-methyl-4-nitro-1H-pyrazol-5-yl)-7-(phenylselanyl)cyclohept-2-enone). As a reaction SMILES: [Li+].C[Si]([N-][Si](C)(C)C)(C)C.[CH3:11][N:12]1[C:16]([C:17]2=[CH:18][C:19](=[O:24])[CH2:20][CH2:21][CH2:22][CH2:23]2)=[C:15]([N+:25]([O-:27])=[O:26])[CH:14]=[N:13]1.[C:28]1([Se:34]Br)[CH:33]=[CH:32][CH:31]=[CH:30][CH:29]=1>C1COCC1>[CH3:11][N:12]1[C:16]([C:17]2=[CH:18][C:19](=[O:24])[CH:20]([Se:34][C:28]3[CH:33]=[CH:32][CH:31]=[CH:30][CH:29]=3)[CH2:21][CH2:22][CH2:23]2)=[C:15]([N+:25]([O-:27])=[O:26])[CH:14]=[N:13]1 |f:0.1|. Procedure: To a solution of LiHMDS (1 M in THF, 1.28 mL, 1.28 mmol) at −78° C. was added (E)-3-(1-methyl-4-nitro-1H-pyrazol-5-yl)cyclohept-2-enone (150 mg, 0.64 mmol) and the mixture was stirred at −78° C. for 1 hr. A solution of phenylselenium bromide (453 mg, 1.92 mmol) in THF (0.5 mL) was added and the reaction mixture was warmed to 0° C. and stirred for 45 min before being quenched with a saturated aqueous solution of ammonium chloride (2 mL). The mixture was extracted with EtOAc (3×5 mL) and the combi... Starting materials: C(=O)[O-].[NH4+] (ammonium formate), CN1C(CC(=CC1(C)C)C1=CC(=C(C=C1)[N+](=O)[O-])OC(C)C)(C)C (1,2,2,6,6-pentamethyl-4-[4-nitro-3-(propan-2-yloxy)phenyl]-1,2,3,6-tetrahydropyridine). The reagents and catalysts are [Pd] (Pd/C). Run in CO (methanol). Reaction conditions: temperature 80 celsius. Yields the product CN1C(CC(CC1(C)C)C1=CC(=C(N)C=C1)OC(C)C)(C)C (4-(1,2,2,6,6-pentamethylpiperidin-4-yl)-2-(propan-2-yloxy)aniline). Isolated yield 57.0%. RXN SMILES: [CH3:1][N:2]1[C:7]([CH3:9])([CH3:8])[CH:6]=[C:5]([C:10]2[CH:15]=[CH:14][C:13]([N+:16]([O-])=O)=[C:12]([O:19][CH:20]([CH3:22])[CH3:21])[CH:11]=2)[CH2:4][C:3]1([CH3:24])[CH3:23].C([O-])=O.[NH4+]>[Pd].CO>[CH3:1][N:2]1[C:7]([CH3:9])([CH3:8])[CH2:6][CH:5]([C:10]2[CH:15]=[CH:14][C:13]([NH2:16])=[C:12]([O:19][CH:20]([CH3:21])[CH3:22])[CH:11]=2)[CH2:4][C:3]1([CH3:23])[CH3:24] |f:1.2|. Procedure: 180 μl of formaldehyde and 3.4 ml of formic acid are added to a solution of 500 mg of 2,2,6,6-tetramethyl-4-[4-nitro-3-(propan-2-yloxy)phenyl]-1,2,3,6-tetrahydropyridine (obtained according to method 2) in 15 ml of DMSO. The tube is microwave-heated at 100° C. for 5 minutes. After cooling, the mixture is run into water and extracted with ethyl acetate. The organic phase is washed with a saturated sodium chloride solution, dried over magnesium sulfate, filtered and concentrated under reduced pres... Reactants: CO, O=C(O)Cn1nc(Cl)ccc1=O. Product: O=C(O)Cn1ncccc1=O. As a reaction SMILES: [CH3:13][OH:14].[Cl:1][c:2]1[n:3][n:4]([CH2:9][C:10](=[O:11])[OH:12])[c:5](=[O:8])[cH:6][cH:7]1>>[cH:2]1[n:3][n:4]([CH2:9][C:10](=[O:11])[OH:12])[c:5](=[O:8])[cH:6][cH:7]1. Starting materials: ClC1=CC=C(C=C1)CCCN(C1=CC=C(C(=O)OCC)C=C1)C (4-[[3-(p-chlorophenyl)propyl]methylamino]benzoic acid, ethyl ester), Cl (hydrochloric acid), C(C)O (ethanol), [OH-].[K+] (potassium hydroxide). Run in O (water). The product is ClC1=CC=C(C=C1)CCCN(C1=CC=C(C(=O)O)C=C1)C (4-[[3-(p-Chlorophenyl)propyl]methylamino]benzoic acid). As a reaction SMILES: [Cl:1][C:2]1[CH:7]=[CH:6][C:5]([CH2:8][CH2:9][CH2:10][N:11]([CH3:23])[C:12]2[CH:22]=[CH:21][C:15]([C:16]([O:18]CC)=[O:17])=[CH:14][CH:13]=2)=[CH:4][CH:3]=1.C(O)C.[OH-].[K+].Cl>O>[Cl:1][C:2]1[CH:3]=[CH:4][C:5]([CH2:8][CH2:9][CH2:10][N:11]([CH3:23])[C:12]2[CH:13]=[CH:14][C:15]([C:16]([OH:18])=[O:17])=[CH:21][CH:22]=2)=[CH:6][CH:7]=1 |f:2.3|. Reported procedure: A 1.80 g. portion of 4-[[3-(p-chlorophenyl)propyl]methylamino]benzoic acid, ethyl ester is dissolved in 15 ml. of 95% ethanol. A 1 g. portion of potassium hydroxide is added, and the mixture is refluxed overnight. The solution is poured into 30 ml. of water, the pH is adjusted to 6 using 37% hydrochloric acid, and the solid is collected and dried. This solid is dissolved in benzene, filtered, and evaporated, giving 750 mg. of the desired product. The reactants are CC(C)(C)OC(=O)N1CCC(n2ncc3c(Oc4ccccc4C#N)ncnc32)CC1, CCOc1ccc(Oc2ncnc3c2cnn3C2CCNCC2)c(F)c1, CCN(C(C)C)C(C)C, ClCCl, CC(C)OC(=O)Cl, O=C(O)C(F)(F)F, O=C(O)C(F)(F)F, N#Cc1ccccc1Oc1ncnc2c1cnn2C1CCNCC1, O. Product: CC(C)OC(=O)N1CCC(n2ncc3c(Oc4ccccc4C#N)ncnc32)CC1. As a reaction SMILES: [C:39]([O:40][C:41]([N:42]1[CH2:43][CH2:44][CH:45]([n:46]2[c:47]3[n:48][cH:49][n:50][c:51]([O:52][c:53]4[cH:54][cH:55][cH:56][cH:57][c:58]4[C:59]#[N:60])[c:61]3[cH:62][n:63]2)[CH2:64][CH2:65]1)=[O:66])([CH3:67])([CH3:68])[CH3:69].[CH2:77]([O:78][c:79]1[cH:80][cH:81][c:82]([O:83][c:84]2[n:85][cH:86][n:87][c:88]3[n:89]([CH:90]4[CH2:91][CH2:92][NH:93][CH2:94][CH2:95]4)[n:96][cH:97][c:98]23)[c:99]([F:100])[cH:101]1)[CH3:102].[CH:103]([N:104]([CH:105]([CH3:106])[CH3:107])[CH2:108][CH3:109])([CH3:110])[CH3:111].[Cl:112][CH2:113][Cl:114].[Cl:1][C:2](=[O:3])[O:4][CH:5]([CH3:6])[CH3:7].[F:70][C:71]([F:72])([F:73])[C:74]([OH:75])=[O:76].[F:8][C:9]([F:10])([F:11])[C:12]([OH:13])=[O:14].[NH:15]1[CH2:16][CH2:17][CH:18]([n:21]2[n:22][cH:23][c:24]3[c:25]2[n:26][cH:27][n:28][c:29]3[O:30][c:31]2[c:32]([C:33]#[N:34])[cH:35][cH:36][cH:37][cH:38]2)[CH2:19][CH2:20]1.[OH2:115]>>[C:2](=[O:3])([O:4][CH:5]([CH3:6])[CH3:7])[N:15]1[CH2:16][CH2:17][CH:18]([n:21]2[n:22][cH:23][c:24]3[c:25]2[n:26][cH:27][n:28][c:29]3[O:30][c:31]2[c:32]([C:33]#[N:34])[cH:35][cH:36][cH:37][cH:38]2)[CH2:19][CH2:20]1. Yields the product CCOC(=O)Nc1cc(C(F)(F)F)ccc1Br. The reactants are Nc1cc(C(F)(F)F)ccc1Br, CCOCC, CCOC(=O)Cl, O, c1ccncc1. Reaction SMILES: [Br:1][c:2]1[c:3]([NH2:12])[cH:4][c:5]([C:8]([F:9])([F:10])[F:11])[cH:6][cH:7]1.[CH3:25][CH2:26][O:27][CH2:28][CH3:29].[Cl:19][C:20](=[O:21])[O:22][CH2:23][CH3:24].[OH2:30].[cH:13]1[cH:14][cH:15][n:16][cH:17][cH:18]1>>[Br:1][c:2]1[c:3]([NH:12][C:20](=[O:21])[O:22][CH2:23][CH3:24])[cH:4][c:5]([C:8]([F:9])([F:10])[F:11])[cH:6][cH:7]1. Starting materials: C(CCCCCCCCCCCCCCC)(=O)SCCNC(CCNC([C@@H](C(COP(OP(OC[C@@H]1[C@H]([C@H]([C@@H](O1)N1C=NC=2C(N)=NC=NC12)O)OP(=O)(O)O)(=O)O)(=O)O)(C)C)O)=O)=O (Palmitoyl CoA), N[C@@H](CO)C(=O)O (L-serine), N (ammonia). Run in C1CN(CCN1CCO)CCS(=O)(=O)O.[OH-].[Na+] (HEPES NaOH). Yields the product CC(C)(COP(=O)(O)OP(=O)(O)OC[C@@H]1[C@H]([C@H]([C@@H](O1)N2C=NC3=C2N=CN=C3N)O)OP(=O)(O)O)[C@H](C(=O)NCCC(=O)NCCS)O (CoA). RXN SMILES: C([S:18][CH2:19][CH2:20][NH:21][C:22](=[O:65])[CH2:23][CH2:24][NH:25][C:26](=[O:64])[C@H:27]([OH:63])[C:28]([CH3:62])([CH3:61])[CH2:29][O:30][P:31]([OH:60])(=[O:59])[O:32][P:33]([OH:58])(=[O:57])[O:34][CH2:35][C@H:36]1[O:40][C@@H:39]([N:41]2[C:50]3[N:49]=[CH:48][N:47]=[C:45]([NH2:46])[C:44]=3[N:43]=[CH:42]2)[C@H:38]([OH:51])[C@@H:37]1[O:52][P:53]([OH:56])([OH:55])=[O:54])(=O)CCCCCCCCCCCCCCC.N[C@H](C(O)=O)CO.N>C1N(CCO)CCN(CCS(O)(=O)=O)C1.[OH-].[Na+]>[CH3:62][C:28]([C@@H:27]([OH:63])[C:26]([NH:25][CH2:24][CH2:23][C:22]([NH:21][CH2:20][CH2:19][SH:18])=[O:65])=[O:64])([CH2:29][O:30][P:31]([O:32][P:33]([O:34][CH2:35][C@H:36]1[O:40][C@@H:39]([N:41]2[C:50]3[N:49]=[CH:48][N:47]=[C:45]([NH2:46])[C:44]=3[N:43]=[CH:42]2)[C@H:38]([OH:51])[C@@H:37]1[O:52][P:53]([OH:56])([OH:55])=[O:54])([OH:58])=[O:57])([OH:60])=[O:59])[CH3:61] |f:3.4.5|. Procedure details: Palmitoyl CoA (10 mg) and 1 mg of L-serine were dissolved in 5 mL of 100 mM HEPES-NaOH buffer (containing 10 μM PLP; pH 8.0) and well stirred using a magnetic stirrer. While the stirring speed was reduced to such an extent that a mild mixing was resulted, 0.5 mL of a crude SPT enzyme solution was added and the mixture was made to react at 37° C. for 24 hours. The solution was made alkaline with 1 mL of 2N ammonia solution and the product in the solution was extracted and recovered with 5 mL of c... Reactants: C1CCOC1, C[Si](C)(C)[N-][Si](C)(C)C, Cc1c(Cl)c(S(C)=O)nc2sc(C(=O)NC3CC3)c(N)c12, [Li+], OCCOCCN1CCNCC1. Yields the product Cc1c(Cl)c(OCCOCCN2CCNCC2)nc2sc(C(=O)NC3CC3)c(N)c12. As a reaction SMILES: [CH2:44]1[O:45][CH2:46][CH2:47][CH2:48]1.[CH3:13][Si:14]([N-:15][Si:16]([CH3:17])([CH3:18])[CH3:19])([CH3:20])[CH3:21].[CH:23]1([NH:26][C:27](=[O:28])[c:29]2[c:30]([NH2:43])[c:31]3[c:32]([n:33][c:34]([S:39]([CH3:40])=[O:41])[c:35]([Cl:38])[c:36]3[CH3:37])[s:42]2)[CH2:24][CH2:25]1.[Li+:22].[OH:1][CH2:2][CH2:3][O:4][CH2:5][CH2:6][N:7]1[CH2:8][CH2:9][NH:10][CH2:11][CH2:12]1>>[O:1]([CH2:2][CH2:3][O:4][CH2:5][CH2:6][N:7]1[CH2:8][CH2:9][NH:10][CH2:11][CH2:12]1)[c:34]1[n:33][c:32]2[c:31]([c:30]([NH2:43])[c:29]([C:27]([NH:26][CH:23]3[CH2:24][CH2:25]3)=[O:28])[s:42]2)[c:36]([CH3:37])[c:35]1[Cl:38]. Run in ClCCl (dichloromethane). The reactants are O1CCOCC1 (dioxane), Cl (HCl), C(#N)C1=C(C(=NC=C1C1=CC=C(C=C1)OC1=CC=CC=C1)C=1C=C(CNC(OC(C)(C)C)=O)C=CC1)F (tert-butyl 3-(4-cyano-3-fluoro-5-(4-phenoxyphenyl)pyridin-2-yl)benzylcarbamate). The product is NCC=1C=C(C=CC1)C=1C(=C(C#N)C(=CN1)C1=CC=C(C=C1)OC1=CC=CC=C1)F (2-(3-(aminomethyl)phenyl)-3-fluoro-5-(4-phenoxyphenyl)isonicotinonitrile). Conditions: time 3 hour. Procedure: A 1 M dioxane solution of HCl (3 mL, 3.00 mmol) was added to a solution of tert-butyl 3-(4-cyano-3-fluoro-5-(4-phenoxyphenyl)pyridin-2-yl)benzylcarbamate (54.6 mg, 0.110 mmol) in dichloromethane (3 mL). After 3 h at room temperature, the mixture was concentrated and pumped under vacuum to give 2-(3-(aminomethyl)phenyl)-3-fluoro-5-(4-phenoxyphenyl)isonicotinonitrile as brown solid, assumed as bis-HCl salt (48 mg, 93% yield). 1H NMR (500 MHz, methanol-d4) δ ppm 8.80 (1H, s), 8.16 (1H, s), 8.08 (1H... Reaction SMILES: O1CCOCC1.Cl.[C:8]([C:10]1[C:15]([C:16]2[CH:21]=[CH:20][C:19]([O:22][C:23]3[CH:28]=[CH:27][CH:26]=[CH:25][CH:24]=3)=[CH:18][CH:17]=2)=[CH:14][N:13]=[C:12]([C:29]2[CH:30]=[C:31]([CH:41]=[CH:42][CH:43]=2)[CH2:32][NH:33]C(=O)OC(C)(C)C)[C:11]=1[F:44])#[N:9]>ClCCl>[NH2:33][CH2:32][C:31]1[CH:30]=[C:29]([C:12]2[C:11]([F:44])=[C:10]([C:15]([C:16]3[CH:21]=[CH:20][C:19]([O:22][C:23]4[CH:28]=[CH:27][CH:26]=[CH:25][CH:24]=4)=[CH:18][CH:17]=3)=[CH:14][N:13]=2)[C:8]#[N:9])[CH:43]=[CH:42][CH:41]=1.